The task is: describe an organic reaction: reactants, conditions, products, and yield. This data is from the Open Reaction Database (ORD), a public repository of structured organic reaction records. The reactants are CCOC(=O)C1C[SH]=C(c2ccccc2)N1, COC(C)(C)C, CI, CC(C)NC(C)C, Cl, [Li]CCCC. Yields the product CCOC(=O)C1(C)C[SH]=C(c2ccccc2)N1. Reaction SMILES: [C:13](=[O:14])([O:15][CH2:16][CH3:17])[CH:18]1[NH:19][C:20]([c:23]2[cH:24][cH:25][cH:26][cH:27][cH:28]2)=[SH:21][CH2:22]1.[C:32]([O:33][CH3:34])([CH3:35])([CH3:36])[CH3:37].[CH3:29][I:30].[CH:6]([NH:7][CH:8]([CH3:9])[CH3:10])([CH3:11])[CH3:12].[ClH:31].[Li:1][CH2:2][CH2:3][CH2:4][CH3:5]>>[CH3:2][C:18]1([C:13](=[O:14])[O:15][CH2:16][CH3:17])[NH:19][C:20]([c:23]2[cH:24][cH:25][cH:26][cH:27][cH:28]2)=[SH:21][CH2:22]1. Procedure details: The 2,6-difluoro-N1-(3-(9-(tetrahydro-2H-pyran-2-yl)-9H-purin-6-yl)pyridin-2-yl)benzene-1,3-diamine (20 mg, 0.047 mmol) prepared at Step 9 was added and dissolved into dichloromethane solvent. furan-2-sulfonyl chloride (12 mg, 0.07 mmol) and pyridine (8 uL, 0.094 mmol) were added into the reaction solution and stirred at 50° C. for 2 hours. After the reaction, the reactant was washed with 1N aqueous hydrochloric acid solution and salt water. After extraction with dichloromethane, the organic lay... Reactants: FC1=C(C(=CC=C1N)F)NC1=NC=CC=C1C1=C2N=CN(C2=NC=N1)C1OCCCC1 (2,6-difluoro-N1-(3-(9-(tetrahydro-2H-pyran-2-yl)-9H-purin-6-yl)pyridin-2-yl)benzene-1,3-diamine), target compound, O1C(=CC=C1)S(=O)(=O)Cl (furan-2-sulfonyl chloride), N1=CC=CC=C1 (pyridine). Yield: 94.0%. The solvent is ClCCl (dichloromethane). Product: FC1=C(C=CC(=C1NC1=NC=CC=C1C1=C2N=CN(C2=NC=N1)C1OCCCC1)F)NS(=O)(=O)C=1OC=CC1 (N-(2,4-difluoro-3-(3-(9-(tetrahydro-2H-pyran-2-yl)-9H-purin-6-yl)pyridin-2-ylamino)phenyl)furan-2-sulfonamide). Conditions: temperature 50 celsius, time 2 hour. Reaction SMILES: [F:1][C:2]1[C:7]([NH2:8])=[CH:6][CH:5]=[C:4]([F:9])[C:3]=1[NH:10][C:11]1[C:16]([C:17]2[N:25]=[CH:24][N:23]=[C:22]3[C:18]=2[N:19]=[CH:20][N:21]3[CH:26]2[CH2:31][CH2:30][CH2:29][CH2:28][O:27]2)=[CH:15][CH:14]=[CH:13][N:12]=1.[O:32]1[CH:36]=[CH:35][CH:34]=[C:33]1[S:37](Cl)(=[O:39])=[O:38].N1C=CC=CC=1>ClCCl>[F:1][C:2]1[C:3]([NH:10][C:11]2[C:16]([C:17]3[N:25]=[CH:24][N:23]=[C:22]4[C:18]=3[N:19]=[CH:20][N:21]4[CH:26]3[CH2:31][CH2:30][CH2:29][CH2:28][O:27]3)=[CH:15][CH:14]=[CH:13][N:12]=2)=[C:4]([F:9])[CH:5]=[CH:6][C:7]=1[NH:8][S:37]([C:33]1[O:32][CH:36]=[CH:35][CH:34]=1)(=[O:39])=[O:38]. Starting materials: [BH4-], C=C(C)C1CCC(C)C1(C)C=O, CC(C)O, [Na+]. The product is C=C(C)C1CCC(C)C1(C)CO. RXN SMILES: [BH4-:1].[C:3](=[CH2:4])([CH3:5])[CH:6]1[C:7]([CH:12]=[O:13])([CH3:14])[CH:8]([CH3:11])[CH2:9][CH2:10]1.[CH:15]([OH:16])([CH3:17])[CH3:18].[Na+:2]>>[C:3](=[CH2:4])([CH3:5])[CH:6]1[C:7]([CH2:12][OH:13])([CH3:14])[CH:8]([CH3:11])[CH2:9][CH2:10]1. Reaction conditions: temperature 100 celsius, time 8 hour. The yield is 76.4%. Run in CN(C)C=O (DMF). Reaction SMILES: [C-:1]#[N:2].[Na+].Cl[C:5]1[N:9]([C:10]2[CH:15]=[CH:14][CH:13]=[CH:12][CH:11]=2)[N:8]=[CH:7][C:6]=1[C:16]([O:18]CC)=O.[CH3:21][NH2:22].O>CN(C=O)C>[C:1]([C:5]1[N:9]([C:10]2[CH:11]=[CH:12][CH:13]=[CH:14][CH:15]=2)[N:8]=[CH:7][C:6]=1[C:16]([NH:22][CH3:21])=[O:18])#[N:2] |f:0.1|. Starting materials: O (water), [C-]#N.[Na+] (sodium cyanide), ClC1=C(C=NN1C1=CC=CC=C1)C(=O)OCC (5-chloro-1-phenyl-1H-pyrazole-4-carboxylic acid, ethyl ester), CN (methylamine). Product: C(#N)C1=C(C=NN1C1=CC=CC=C1)C(=O)NC (5-cyano-1-phenyl-N-methyl-1H-pyrazole-4-carboxamide). Reported procedure: Four and seven tenths grams (0.096 mol) of sodium cyanide were added to a solution of 12.0 g (0.048 mol) of 94.66% pure 5-chloro-1-phenyl-1H-pyrazole-4-carboxylic acid, ethyl ester in 28.8 ml of DMF at room temperature. The solution was heated for 6 hours at 100° C. and cooled to room temperature. The reaction mixture was stirred overnight and 13.0 g (0.17 mol) of 40% aqueous methylamine was added dropwise. The resulting mixture was stirred for 6 hours at room temperature and 28.8 ml of water wa... The reactants are [N+](=O)([O-])C1=CC=C(C(=O)Cl)C=C1 (4-nitrobenzoyl chloride), N1N=NC=C1 (1,2,3-triazole), NC1=CC=CC=C1 (aniline), [O-]S(=O)S(=O)[O-].[Na+].[Na+] (Na2S2O4), O1C(=NC=C1)C1=CC=C(C=C1)[N+](=O)[O-] (4-(2-oxazolyl)nitrobenzene), C(=O)([O-])[O-].[K+].[K+] (K2CO3). The solvent is S1(=O)(=O)CCCC1 (sulfolane), C1CCOC1.O (THF H2O). The product is O1C(=NC=C1)C1=CC=C(N)C=C1 (4-(2-oxazolyl)aniline). Reaction SMILES: [N+](C1C=CC(C(Cl)=O)=CC=1)([O-])=O.N1C=CN=N1.C([O-])([O-])=O.[K+].[K+].[O:24]1[CH:28]=[CH:27][N:26]=[C:25]1[C:29]1[CH:34]=[CH:33][C:32]([N+:35]([O-])=O)=[CH:31][CH:30]=1.NC1C=CC=CC=1.[O-]S(S([O-])=O)=O.[Na+].[Na+]>S1(CCCC1)(=O)=O.C1COCC1.O>[O:24]1[CH:28]=[CH:27][N:26]=[C:25]1[C:29]1[CH:34]=[CH:33][C:32]([NH2:35])=[CH:31][CH:30]=1 |f:2.3.4,7.8.9,11.12|. Reported procedure: Following the procedure described in part E of Example 1 (R), (S)-α-[[2-[((1,1-dimethylethyl)dimethylsilyl)oxy]-2-[4-hydroxy-3-[(methylsulfonyl)amino]phenyl]ethyl]amino]-4-methoxybenzeneacetic acid was condensed with 4-(2-oxazolyl)aniline to generate the title compound. The 4-(2-oxazolyl)aniline was prepared by treating 4-nitrobenzoyl chloride sequentially with 1,2,3-triazole at 140° C. in sulfolane containing K2CO3 to generate 4-(2-oxazolyl)nitrobenzene which was reduced to the desired aniline ... Reactants: C1(=CC=C(C=C1)C1=C(C2=C(S1)C=CC=C2)C2=CC=C(C=C2)C)C (2,3-di-p-tolyl-benzo[b]thiophene), C1CC(=O)N(C1=O)Br (NBS), O (water). Solvent: C1CCOC1 (THF). Reaction conditions: time 6 hour. Yields the product BrC=1C=CC2=C(SC(=C2C2=CC=C(C=C2)C)C2=CC=C(C=C2)C)C1 (6-bromo-2,3-di-p-tolyl-benzo[b]thiophene). The yield is 80.5%. RXN SMILES: [C:1]1([CH3:23])[CH:6]=[CH:5][C:4]([C:7]2[S:11][C:10]3[CH:12]=[CH:13][CH:14]=[CH:15][C:9]=3[C:8]=2[C:16]2[CH:21]=[CH:20][C:19]([CH3:22])=[CH:18][CH:17]=2)=[CH:3][CH:2]=1.C1C(=O)N([Br:31])C(=O)C1.O>C1COCC1>[Br:31][C:13]1[CH:14]=[CH:15][C:9]2[C:8]([C:16]3[CH:17]=[CH:18][C:19]([CH3:22])=[CH:20][CH:21]=3)=[C:7]([C:4]3[CH:5]=[CH:6][C:1]([CH3:23])=[CH:2][CH:3]=3)[S:11][C:10]=2[CH:12]=1. Procedure: 2.5 g (1 eq, 7.9 mmol) of 2,3-di-p-tolyl-benzo[b]thiophene and 14 g (10 eq, 79 mmol) of NBS were dissolved in 200 ml of THF in a 500 ml-round-bottomed flask and stirred for 6 hours. 50 ml of water was added to the solution to terminate the reaction, and the organic phase was extracted using brine and methylene chloride. The extracted organic phase was dried using anhydrous magnesium sulfate and filtered to remove the solvent. A resulting solid was recrystallized using methylene chloride and hexa...